From a dataset of the Open Reaction Database (ORD), a public repository of structured organic reaction records. describe an organic reaction: reactants, conditions, products, and yield Starting materials: COC(=O)CCc1cccc(C(F)(F)F)c1, CCCCCC, CC(C)[Al+]C(C)C, [Cl-], ClCCl, Cl, [H-], [NH4+], O. Yields the product O=CCCc1cccc(C(F)(F)F)c1. RXN SMILES: [CH3:1][O:2][C:3]([CH2:4][CH2:5][c:6]1[cH:7][c:8]([C:12]([F:13])([F:14])[F:15])[cH:9][cH:10][cH:11]1)=[O:16].[CH3:31][CH2:32][CH2:33][CH2:34][CH2:35][CH3:36].[CH:18]([Al+:19][CH:20]([CH3:21])[CH3:22])([CH3:23])[CH3:24].[Cl-:25].[Cl:28][CH2:29][Cl:30].[ClH:27].[H-:17].[NH4+:26].[OH2:37]>>[O:2]=[CH:3][CH2:4][CH2:5][c:6]1[cH:7][c:8]([C:12]([F:13])([F:14])[F:15])[cH:9][cH:10][cH:11]1. The reactants are COC(C1=CC(=CC=C1)CC(C)(C)NC[C@H](O[Si](C)(C)C(C)(C)C)C1=CC(=C(C=C1)OCC1=CC=CC=C1)CO)=O (3-{2-[(2R)-2-(4-benzyloxy-3-hydroxymethyl-phenyl)-2-(tert-butyldimethyl-silanyloxy)ethylamino]-2-methylpropyl}benzoic acid methyl ester). The reagents and catalysts are [Pd] (palladium-on-carbon). Solvent: CO (methanol). Conditions: time 18 hour. The product is COC(C1=CC(=CC=C1)CC(C)(C)NC[C@@H](C1=CC(=C(C=C1)O)CO)O[Si](C)(C)C(C)(C)C)=O (3-{2-[(2R)-2-(tert-butyldimethylsilanyloxy)-2-(4-hydroxy-3-hydroxymethyl-phenyl)ethylamino]-2-methylpropyl}benzoic acid methyl ester). As a reaction SMILES: [CH3:1][O:2][C:3](=[O:41])[C:4]1[CH:9]=[CH:8][CH:7]=[C:6]([CH2:10][C:11]([NH:14][CH2:15][C@@H:16]([C:25]2[CH:30]=[CH:29][C:28]([O:31]CC3C=CC=CC=3)=[C:27]([CH2:39][OH:40])[CH:26]=2)[O:17][Si:18]([C:21]([CH3:24])([CH3:23])[CH3:22])([CH3:20])[CH3:19])([CH3:13])[CH3:12])[CH:5]=1>CO.[Pd]>[CH3:1][O:2][C:3](=[O:41])[C:4]1[CH:9]=[CH:8][CH:7]=[C:6]([CH2:10][C:11]([NH:14][CH2:15][C@H:16]([O:17][Si:18]([C:21]([CH3:24])([CH3:23])[CH3:22])([CH3:20])[CH3:19])[C:25]2[CH:30]=[CH:29][C:28]([OH:31])=[C:27]([CH2:39][OH:40])[CH:26]=2)([CH3:13])[CH3:12])[CH:5]=1. Procedure: 3-{2-[(2R)-2-(4-benzyloxy-3-hydroxymethyl-phenyl)-2-(tert-butyldimethyl-silanyloxy)ethylamino]-2-methylpropyl}benzoic acid methyl ester (Preparation 35) (2.12 g, 3.70 mmol) and palladium-on-carbon (10%, 300 mg) in methanol (50 ml) were hydrogenated at room temperature and 60 psi for 18 hours. The reaction mixture was filtered through arbocel and the filtrate concentrated in vacuo, the residue was purified by flash column chromatography on silica gel eluting with dichloromethane:methanol:ammonia ... Reactants: [BH4-], CO, CC(C)c1cc(OS(=O)(=O)C(F)(F)F)ccc1C=O, [Na+]. The product is CC(C)c1cc(OS(=O)(=O)C(F)(F)F)ccc1CO. RXN SMILES: [BH4-:20].[CH3:22][OH:23].[F:1][C:2]([S:3](=[O:4])(=[O:5])[O:6][c:7]1[cH:8][c:9]([CH:15]([CH3:16])[CH3:17])[c:10]([CH:13]=[O:14])[cH:11][cH:12]1)([F:18])[F:19].[Na+:21]>>[F:1][C:2]([S:3](=[O:4])(=[O:5])[O:6][c:7]1[cH:8][c:9]([CH:15]([CH3:16])[CH3:17])[c:10]([CH2:13][OH:14])[cH:11][cH:12]1)([F:18])[F:19]. Reactants: N1=CC=C(C=C1)C(=O)CCCC (n-butyl 4-pyridyl ketone), C(=O)NN (formylhydrazine), C1CCOC1 (THF), C(C)O (ethanol). The reagents and catalysts are C1(=CC=C(C=C1)S(=O)(=O)O)C (p-toluenesulfonic acid). The solvent is C(Cl)Cl (methylene chloride). Product: N1=CC=C(C=C1)C(CCCC)=NNC=O (formic acid [1-(4-pyridinyl)pentylidene]hydrazide). The yield is 26.2%. As a reaction SMILES: [N:1]1[CH:6]=[CH:5][C:4]([C:7]([CH2:9][CH2:10][CH2:11][CH3:12])=O)=[CH:3][CH:2]=1.[CH:13]([NH:15][NH2:16])=[O:14].C1COCC1.C(O)C>C(Cl)Cl.C1(C)C=CC(S(O)(=O)=O)=CC=1>[N:1]1[CH:6]=[CH:5][C:4]([C:7](=[N:16][NH:15][CH:13]=[O:14])[CH2:9][CH2:10][CH2:11][CH3:12])=[CH:3][CH:2]=1. Procedure details: A solution of 14.26 gm (0.0956 mole) of n-butyl 4-pyridyl ketone, 5.70 gm (0.0956 mole) of formylhydrazine, 50 ml of THF, 30 ml of absolute ethanol and 0.1 gm of p-toluenesulfonic acid is refluxed 24 hr. The reaction is chilled to give a white solid which is collected and discarded. The filtrate is concentrated in vacuo to furnish a solid. This material is dissolved in methylene chloride. The methylene chloride solution is washed with saturated sodium bicarbonate solution; then brine. The organi... Starting materials: COc1ccccc1-c1cn(S(=O)(=O)c2ccc(C)cc2)c2ncc(-c3cc[nH]n3)cc12, CN(C)C=O, CO, [K+], [OH-]. Product: COc1ccccc1-c1c[nH]c2ncc(-c3cc[nH]n3)cc12. Reaction SMILES: [CH3:1][O:2][c:3]1[c:4](-[c:9]2[cH:10][n:11]([S:23]([c:24]3[cH:25][cH:26][c:27]([CH3:28])[cH:29][cH:30]3)(=[O:31])=[O:32])[c:12]3[n:13][cH:14][c:15](-[c:18]4[n:19][nH:20][cH:21][cH:22]4)[cH:16][c:17]23)[cH:5][cH:6][cH:7][cH:8]1.[CH3:33][N:34]([CH3:35])[CH:36]=[O:37].[CH3:40][OH:41].[K+:39].[OH-:38]>>[CH3:1][O:2][c:3]1[c:4](-[c:9]2[cH:10][nH:11][c:12]3[n:13][cH:14][c:15](-[c:18]4[n:19][nH:20][cH:21][cH:22]4)[cH:16][c:17]23)[cH:5][cH:6][cH:7][cH:8]1. Reactants: C(C)(C)(C)OC(=O)C1=NC(=NC(=C1OCC1=CC=CC=C1)O)CC1=C(C=CC=C1)Br (5-Benzyloxy-2-(2-bromobenzyl)-6-hydroxypyrimidine-4-carboxylic acid tert-butyl ester), C(C1=CC=CC=C1)OC=1C(=NC(=NC1O)CC1=C(C(=CC=C1)Cl)Cl)C(=O)O (5-benzyloxy-2-(2,3-dichlorobenzyl)-6-hydroxypyrimidine-4-carboxylic acid). The product is C(C1=CC=CC=C1)OC=1C(=NC(=NC1O)CC1=C(C=CC=C1)Br)C(=O)O (5-Benzyloxy-2-(2-bromobenzyl)-6-hydroxypyrimidine-4-carboxylic acid). Isolated yield 62.4%. As a reaction SMILES: C([O:5][C:6]([C:8]1[C:13]([O:14][CH2:15][C:16]2[CH:21]=[CH:20][CH:19]=[CH:18][CH:17]=2)=[C:12]([OH:22])[N:11]=[C:10]([CH2:23][C:24]2[CH:29]=[CH:28][CH:27]=[CH:26][C:25]=2[Br:30])[N:9]=1)=[O:7])(C)(C)C.C(OC1C(C(O)=O)=NC(CC2C=CC=C(Cl)C=2Cl)=NC=1O)C1C=CC=CC=1>>[CH2:15]([O:14][C:13]1[C:8]([C:6]([OH:7])=[O:5])=[N:9][C:10]([CH2:23][C:24]2[CH:29]=[CH:28][CH:27]=[CH:26][C:25]=2[Br:30])=[N:11][C:12]=1[OH:22])[C:16]1[CH:21]=[CH:20][CH:19]=[CH:18][CH:17]=1. Procedure details: 5-Benzyloxy-2-(2-bromobenzyl)-6-hydroxypyrimidine-4-carboxylic acid (149) (16.5 g, 68%) as a brown solid was synthesized from 5-benzyloxy-2-(2-bromobenzyl)-6-hydroxypyrimidine-4-carboxylic acid tert-butyl ester (148) (30 g, 63.69 mmol) following the procedure as described for 5-benzyloxy-2-(2,3-dichlorobenzyl)-6-hydroxypyrimidine-4-carboxylic acid (131). The reactants are S(=O)(Cl)Cl (Thionyl chloride), Cl.N1(CCCC1)CC(C)N1C2=CC=CC=C2SC=2C=CC(=CC12)C(=O)O (10-[(2RS)-1-(1-pyrrolidinyl)-2-propyl]-2-phenothiazinecarboxylic acid hydrochloride). Run in C(Cl)Cl (methylene chloride). Conditions: temperature 5 celsius, time 40 minute. The product is Cl.CC(=CCNC(=O)C1=CC=2N(C3=CC=CC=C3SC2C=C1)C(CN1CCCC1)C)C (N-(3-methyl-2-butenyl)-10-[(2RS)-1-(1-pyrrolidinyl)-2-propyl]-2-phenothiazinecarboxamide hydrochloride). As a reaction SMILES: S(Cl)([Cl:3])=O.Cl.[N:6]1([CH2:11][CH:12]([N:14]2[C:27]3[CH:26]=[C:25]([C:28]([OH:30])=O)[CH:24]=[CH:23][C:22]=3[S:21][C:20]3[C:15]2=[CH:16][CH:17]=[CH:18][CH:19]=3)[CH3:13])[CH2:10][CH2:9][CH2:8][CH2:7]1>C(Cl)Cl>[ClH:3].[CH3:24][C:25]([CH3:28])=[CH:26][CH2:27][NH:14][C:28]([C:25]1[CH:24]=[CH:23][C:22]2[S:21][C:20]3[C:15](=[CH:16][CH:17]=[CH:18][CH:19]=3)[N:14]([CH:12]([CH3:13])[CH2:11][N:6]3[CH2:10][CH2:9][CH2:8][CH2:7]3)[C:27]=2[CH:26]=1)=[O:30] |f:1.2,4.5|. Reported procedure: Thionyl chloride (0.5 cc) is introduced during 5 minutes and with stirring into a suspension of 10-[(2RS)-1-(1-pyrrolidinyl)-2-propyl]-2-phenothiazinecarboxylic acid hydrochloride (1 g) in methylene chloride (30 cc) while the temperature is maintained in the vicinity of 5° C. Stirring is continued for 40 minutes while heating to a temperature in the region of 30° C., and the yellow solution obtained is concentrated to dryness under reduced pressure (30 mm Hg; 4kPa) at 40° C. The residue is disso...